From a dataset of the Open Reaction Database (ORD), a public repository of structured organic reaction records. describe an organic reaction: reactants, conditions, products, and yield Starting materials: CC(=O)[O-], COc1ccc2ccccc2c1C=O, C[N+](=O)[O-], [NH4+], O. Yields the product COc1ccc2ccccc2c1C=C[N+](=O)[O-]. As a reaction SMILES: [CH3:16][C:17](=[O:18])[O-:19].[CH3:1][O:2][c:3]1[c:4]([CH:13]=[O:14])[c:5]2[cH:6][cH:7][cH:8][cH:9][c:10]2[cH:11][cH:12]1.[N+:20](=[O:21])([O-:22])[CH3:23].[NH4+:15].[OH2:24]>>[CH3:1][O:2][c:3]1[c:4]([CH:13]=[CH:23][N+:20](=[O:21])[O-:22])[c:5]2[cH:6][cH:7][cH:8][cH:9][c:10]2[cH:11][cH:12]1. The reactants are 2-({2-[(6-amino-5-nitro(2-pyridyl))amino]ethyl}amino)-4-(2,4-dichlorophenyl-pyrimidin-5-yl]-3-(4-methylpiperazinyl)pyrrolidine-2,5-dione, amino{2-[(6-amino-5-nitro(2-pyridyl))amino]ethyl}-carboxamidine, C1(C(O)CC(=O)O1)=O (malic anhydride), ClC1=C(C=CC(=C1)Cl)C(CCl)=O (1-(2,4-dichlorophenyl)-2-chloroethan-1-one), C1(C=2C(C(N1)=O)=CC=CC2)=O (phthalimide), N1CCOCC1 (morpholine), NC1=C(C=CC(=N1)NCCNC1=NC=C(C(=N1)C1=C(C=C(C=C1)Cl)Cl)N1C(C=CC1=O)=O)[N+](=O)[O-] (1-[2-({2-[(6-amino-5-nitro(2-pyridyl))amino]ethyl}amino)-4-(2,4-dichlorophenyl)pyrimidin-5-yl]-3-pyrroline-2,5-dione). The product is NC1=C(C=CC(=N1)NCCNC1=NC=C(C(=N1)C1=C(C=C(C=C1)Cl)Cl)N1C(C(CC1=O)N1CCN(CC1)C)=O)[N+](=O)[O-] (1-[2-({2-[(6-amino-5-nitro(2-pyridyl))amino]ethyl}amino)-4-(2,4-dichlorophenyl)pyrimidin-5-yl]-3-(4-methylpiperazinyl)pyrrolidine-2,5-dione). RXN SMILES: ClC1C=C(Cl)C=CC=1C(=O)CCl.[C:13]1(=O)[NH:17][C:16](=O)[C:15]2=CC=CC=C12.C1(=O)OC(=O)CC1O.[NH:32]1[CH2:37][CH2:36][O:35][CH2:34][CH2:33]1.[NH2:38][C:39]1[N:44]=[C:43]([NH:45][CH2:46][CH2:47][NH:48][C:49]2[N:54]=[C:53]([C:55]3[CH:60]=[CH:59][C:58]([Cl:61])=[CH:57][C:56]=3[Cl:62])[C:52]([N:63]3[C:67](=[O:68])[CH:66]=CC3=O)=[CH:51][N:50]=2)[CH:42]=[CH:41][C:40]=1[N+:70]([O-:72])=[O:71]>>[NH2:38][C:39]1[N:44]=[C:43]([NH:45][CH2:46][CH2:47][NH:48][C:49]2[N:54]=[C:53]([C:55]3[CH:60]=[CH:59][C:58]([Cl:61])=[CH:57][C:56]=3[Cl:62])[C:52]([N:63]3[C:67](=[O:68])[CH2:66][CH:37]([N:32]4[CH2:15][CH2:16][N:17]([CH3:13])[CH2:34][CH2:33]4)[C:36]3=[O:35])=[CH:51][N:50]=2)[CH:42]=[CH:41][C:40]=1[N+:70]([O-:72])=[O:71]. Procedure: 1-[2-({2-[(6-amino-5-nitro(2-pyridyl))amino]ethyl}amino)-4-(2,4-dichlorophenyl-pyrimidin-5-yl]-3-(4-methylpiperazinyl)pyrrolidine-2,5-dione was made in accordance with the foregoing procedures through steps A using 1-(2,4-dichlorophenyl)-2-chloroethan-1-one and phthalimide, B, C using amino{2-[(6-amino-5-nitro(2-pyridyl))amino]ethyl}-carboxamidine, D, E, K using malic anhydride, and F. Large excess of morpholine was added to clean fractions of 1-[2-({2-[(6-amino-5-nitro(2-pyridyl))amino]ethyl}am... RXN SMILES: [CH2:1]([O:12][C:13]1[CH:18]=[CH:17][C:16]([C:19]2[CH:24]=[CH:23][C:22]([OH:25])=[CH:21][CH:20]=2)=[CH:15][CH:14]=1)[CH2:2][CH2:3][CH2:4][CH2:5][CH2:6][CH2:7][CH2:8][CH2:9][CH:10]=[CH2:11].Br[CH2:27][CH2:28][CH2:29][CH2:30][CH2:31][CH2:32][CH2:33][CH2:34][CH2:35][CH2:36][CH2:37][Br:38].C([O-])([O-])=O.[K+].[K+]>CC(=O)CC>[Br:38][CH2:37][CH2:36][CH2:35][CH2:34][CH2:33][CH2:32][CH2:31][CH2:30][CH2:29][CH2:28][CH2:27][O:25][C:22]1[CH:21]=[CH:20][C:19]([C:16]2[CH:17]=[CH:18][C:13]([O:12][CH2:1][CH2:2][CH2:3][CH2:4][CH2:5][CH2:6][CH2:7][CH2:8][CH2:9][CH:10]=[CH2:11])=[CH:14][CH:15]=2)=[CH:24][CH:23]=1 |f:2.3.4|. Solvent: CC(CC)=O (butanone). Procedure: A mixture of 2.80 g (8.68 mmol) of the compound obtained in Step 1, 8.18 g (26.0 mmol) of 1,11-Dibromo-undecane, 3.66 g ((26.0 mmol) of K2CO3 and 40 mL of dry butanone is refluxed for 24 h, then the reaction mixture is allowed to return to room temperature. The mixture is filtered and the solvent is distilled off under reduced pressure. The resulting crude is purified by column chromatography on silica gel using CH2Cl2 as eluent to give a pure white solid (9.11 g, 41% yield). Reactants: C(CCCCCCCCC=C)OC1=CC=C(C=C1)C1=CC=C(C=C1)O (4′-Undec-10-enyloxy-biphenyl-4-ol), BrCCCCCCCCCCCBr (1,11-Dibromo-undecane), C(=O)([O-])[O-].[K+].[K+] (K2CO3). Yield: 183.6%. Yields the product BrCCCCCCCCCCCOC1=CC=C(C=C1)C1=CC=C(C=C1)OCCCCCCCCCC=C (4-(11-Bromo-undecyloxy)-4′-undec-10-enyloxy-biphenyl). Starting materials: CN1CCNCC1 (N-methylpiperazine), ClC1=NC2=CC=CC=C2C(=N1)CC(=O)N (2-(2-chloro-quinazolin-4-yl)-acetamide), CCOC(=O)C (AcOEt). Run in CN1C(CCC1)=O (1-methyl-2-pyrrolidinone). Run at temperature 50 celsius. Product: CN1CCN(CC1)C1=NC2=CC=CC=C2C(=N1)CC(=O)N (2-[2-(4-methyl-piperazin-1-yl)-quinazolin-4-yl]-acetamide). RXN SMILES: Cl[C:2]1[N:11]=[C:10]([CH2:12][C:13]([NH2:15])=[O:14])[C:9]2[C:4](=[CH:5][CH:6]=[CH:7][CH:8]=2)[N:3]=1.[CH3:16][N:17]1[CH2:22][CH2:21][NH:20][CH2:19][CH2:18]1.CCOC(C)=O>CN1CCCC1=O>[CH3:16][N:17]1[CH2:22][CH2:21][N:20]([C:2]2[N:11]=[C:10]([CH2:12][C:13]([NH2:15])=[O:14])[C:9]3[C:4](=[CH:5][CH:6]=[CH:7][CH:8]=3)[N:3]=2)[CH2:19][CH2:18]1. Procedure: 2-(2-chloro-quinazolin-4-yl)-acetamide (221 mg, 1.0 mmol) is dissolved in 1-methyl-2-pyrrolidinone (2.0 mL) and N-methylpiperazine (555 μL, 5.0 eq.) is added. The mixture is heated 45 min. at 50° C. AcOEt is added and the suspension is filtered to afford 2-[2-(4-methyl-piperazin-1-yl)-quinazolin-4-yl]-acetamide as a white solid. The reactants are C(C)(=O)OCC (ethyl acetate), O (water), 5, [OH-].[Na+] (sodium hydroxide), NC(C(=O)NC1=C(C=CC=C1C)C)CC (N-(2-aminobutyryl)-2,6-dimethyl-aniline). Solvent: C(C)OCC (diethyl ether). Conditions: time 3 hour. Product: CC1=C(C(=CC=C1)C)NCC(CC)N (1-(2,6-dimethylphenyl-amino)-2-amino-butane). Yield: 40.9%. Reaction SMILES: [NH2:1][CH:2]([CH2:14][CH3:15])[C:3]([NH:5][C:6]1[C:11]([CH3:12])=[CH:10][CH:9]=[CH:8][C:7]=1[CH3:13])=O.C(OCC)(=O)C.O.[OH-].[Na+]>C(OCC)C>[CH3:12][C:11]1[CH:10]=[CH:9][CH:8]=[C:7]([CH3:13])[C:6]=1[NH:5][CH2:3][CH:2]([NH2:1])[CH2:14][CH3:15] |f:3.4|. Reported procedure: 2.5 g (66 mmoles) of lithium-aluminium-hydride are added in small portions, at room temperature, to a solution of 3.6 g (17.4 mmoles) of N-(2-aminobutyryl)-2,6-dimethyl-aniline in 40 ml of dry diethyl ether, and the resulting mixture is boiled for 3 hours. The mixture is cooled with ice, and 10 ml of ethyl acetate, 10 ml of water, finally 12 ml of a 5 n aqueous sodium hydroxide solution are added dropwise. The etheral phase is decanted, and the thick, gelly aqueous phase is washed thrice with 25... The reactants are N1(N=NN=C1)C1=CC=C(OCC=2N=C(SC2)C2CCN(CC2)C#N)C=C1 (4-[4-(4-Tetrazol-1-yl-phenoxymethyl)-thiazol-2-yl]-piperidine-1-carbonitrile), C(C)O.O (ethanol water). Solvent: Cl (HCl). Product: N1(N=NN=C1)C1=CC=C(OCC=2N=C(SC2)C2CCN(CC2)C(=O)N)C=C1 (4-[4-(4-Tetrazol-1-yl-phenoxymethyl)-thiazol-2-yl]-piperidine-1-carboxylic acid amide). As a reaction SMILES: [N:1]1([C:6]2[CH:26]=[CH:25][C:9]([O:10][CH2:11][C:12]3[N:13]=[C:14]([CH:17]4[CH2:22][CH2:21][N:20]([C:23]#[N:24])[CH2:19][CH2:18]4)[S:15][CH:16]=3)=[CH:8][CH:7]=2)[CH:5]=[N:4][N:3]=[N:2]1.C([OH:29])C.O>Cl>[N:1]1([C:6]2[CH:7]=[CH:8][C:9]([O:10][CH2:11][C:12]3[N:13]=[C:14]([CH:17]4[CH2:22][CH2:21][N:20]([C:23]([NH2:24])=[O:29])[CH2:19][CH2:18]4)[S:15][CH:16]=3)=[CH:25][CH:26]=2)[CH:5]=[N:4][N:3]=[N:2]1 |f:1.2|. Reported procedure: 4-[4-(4-Tetrazol-1-yl-phenoxymethyl)-thiazol-2-yl]-piperidine-1-carbonitrile (1.07 g, 2.92 mmol) was dissolved in 4 N HCl in ethanol/water (1:1). The solution was refluxed for 1 hour, cooled and the solid precipitate was filtered off. The filtrate was neutralized by the addition of excess sodium carbonate. The excess sodium carbonate was filtered off and the filtrate was diluted with EtOAc. The solution was washed with water, separated, dried (Na2SO4), filtered and concentrated. The residual oil...